This data is from the Open Reaction Database (ORD), a public repository of structured organic reaction records. The task is: describe an organic reaction: reactants, conditions, products, and yield Yield: 81.5%. Reactants: COC1=NC=CC2=C1C(=NN2CC2=CC=C(C=C2)OC)C2=CC=C(C=C2)S(=O)(=O)N (4-(4-methoxy-1-(4-methoxybenzyl)-1H-pyrazolo[4,3-c]pyridin-3-yl)benzenesulfonamide), [I-].[Na+] (sodium iodide), Cl[Si](C)(C)C (chloro(trimethyl)silane), C(O)([O-])=O.[Na+] (sodium hydrogencarbonate). Reaction conditions: temperature 50 celsius, time 1 hour. Procedure details: To a solution of 4-(4-methoxy-1-(4-methoxybenzyl)-1H-pyrazolo[4,3-c]pyridin-3-yl)benzenesulfonamide (42.0 mg) in acetonitrile (3 mL) were added sodium iodide (37.1 mg) and chloro(trimethyl)silane (0.126 mL), and the mixture was stirred at 50° C. for 1 hr. To the reaction mixture was added saturated aqueous sodium hydrogencarbonate solution, and the mixture was extracted with ethyl acetate. The organic layer was washed with saturated brine, dried over anhydrous sodium sulfate, and concentrated un... Product: COC1=CC=C(CN2N=C(C=3C(NC=CC32)=O)C3=CC=C(C=C3)S(=O)(=O)N)C=C1 (4-(1-(4-methoxybenzyl)-4-oxo-4,5-dihydro-1H-pyrazolo[4,3-c]pyridin-3-yl)benzenesulfonamide). RXN SMILES: C[O:2][C:3]1[C:8]2[C:9]([C:21]3[CH:26]=[CH:25][C:24]([S:27]([NH2:30])(=[O:29])=[O:28])=[CH:23][CH:22]=3)=[N:10][N:11]([CH2:12][C:13]3[CH:18]=[CH:17][C:16]([O:19][CH3:20])=[CH:15][CH:14]=3)[C:7]=2[CH:6]=[CH:5][N:4]=1.[I-].[Na+].Cl[Si](C)(C)C.C(=O)([O-])O.[Na+]>C(#N)C>[CH3:20][O:19][C:16]1[CH:15]=[CH:14][C:13]([CH2:12][N:11]2[C:7]3[CH:6]=[CH:5][NH:4][C:3](=[O:2])[C:8]=3[C:9]([C:21]3[CH:26]=[CH:25][C:24]([S:27]([NH2:30])(=[O:29])=[O:28])=[CH:23][CH:22]=3)=[N:10]2)=[CH:18][CH:17]=1 |f:1.2,4.5|. Solvent: C(C)#N (acetonitrile).